This data is from the Open Reaction Database (ORD), a public repository of structured organic reaction records. The task is: describe an organic reaction: reactants, conditions, products, and yield The yield is 67.8%. Reactants: ClC1=CC(=NC2=CC=C3C(=C12)NN=C3)C (9-Chloro-7-methyl-1H-pyrazolo[3,4-f]quinoline), C1(CCCCC1)N (cyclohexylamine). Yields the product C1(CCCCC1)NC1=CC(=NC2=CC=C3C(=C12)NN=C3)C (9-(cyclohexylamino)-7-methyl-1H-pyrazolo[3,4-f]quinoline). Reaction SMILES: Cl[C:2]1[C:11]2[C:6](=[CH:7][CH:8]=[C:9]3[CH:14]=[N:13][NH:12][C:10]3=2)[N:5]=[C:4]([CH3:15])[CH:3]=1.[CH:16]1([NH2:22])[CH2:21][CH2:20][CH2:19][CH2:18][CH2:17]1>>[CH:16]1([NH:22][C:2]2[C:11]3[C:6](=[CH:7][CH:8]=[C:9]4[CH:14]=[N:13][NH:12][C:10]4=3)[N:5]=[C:4]([CH3:15])[CH:3]=2)[CH2:21][CH2:20][CH2:19][CH2:18][CH2:17]1. Procedure details: 9-Chloro-7-methyl-1H-pyrazolo[3,4-f]quinoline (0.44 g, 2.0 mmol) and cyclohexylamine (0.79 g, 8.0 mmol) were placed in a sealable reaction vessel which was flushed with nitrogen and then sealed. The reaction was placed in a ° C. bath and heated overnight. The excess cyclohexylamine was removed by rotary evaporation and the residue dissolved in methanol and treated with decolorizing carbon. After filtration through diatomaceous earth (Celite™), the methanol was removed by rotary evaporation and t... Starting materials: O=C([O-])[O-], CI, CC(C)=O, Cc1sccc1C(=O)O, [K+], [K+]. The product is COC(=O)c1ccsc1C. RXN SMILES: [C:10](=[O:11])([O-:12])[O-:13].[CH3:16][I:17].[CH3:18][C:19](=[O:20])[CH3:21].[CH3:1][c:2]1[s:3][cH:4][cH:5][c:6]1[C:7](=[O:8])[OH:9].[K+:14].[K+:15]>>[CH3:1][c:2]1[s:3][cH:4][cH:5][c:6]1[C:7](=[O:8])[O:9][CH3:10]. Reactants: CC(=O)c1nc(-c2ccc(OCC(O)CN(CCOc3ccc(O)c(C(N)=O)c3)Cc3ccccc3)cc2)n(C)c1C, CO, [H][H]. Product: CC(=O)c1nc(-c2ccc(OCC(O)CNCCOc3ccc(O)c(C(N)=O)c3)cc2)n(C)c1C. RXN SMILES: [CH2:1]([c:2]1[cH:3][cH:4][cH:5][cH:6][cH:7]1)[N:8]([CH2:9][CH:10]([CH2:11][O:12][c:13]1[cH:14][cH:15][c:16](-[c:19]2[n:20]([CH3:28])[c:21]([CH3:27])[c:22]([C:24]([CH3:25])=[O:26])[n:23]2)[cH:17][cH:18]1)[OH:29])[CH2:30][CH2:31][O:32][c:33]1[cH:34][c:35]([C:40]([NH2:41])=[O:42])[c:36]([OH:39])[cH:37][cH:38]1.[CH3:45][OH:46].[H:43][H:44]>>[NH:8]([CH2:9][CH:10]([CH2:11][O:12][c:13]1[cH:14][cH:15][c:16](-[c:19]2[n:20]([CH3:28])[c:21]([CH3:27])[c:22]([C:24]([CH3:25])=[O:26])[n:23]2)[cH:17][cH:18]1)[OH:29])[CH2:30][CH2:31][O:32][c:33]1[cH:34][c:35]([C:40]([NH2:41])=[O:42])[c:36]([OH:39])[cH:37][cH:38]1. Starting materials: BrC=1C(=NN(C1C(F)(F)F)C)C1=C(C=C(C(=C1)OC)[N+](=O)[O-])F (4-bromo-3-(2-fluoro-5-methoxy-4-nitrophenyl)-1-methyl-5-(trifluoromethyl)-1H-pyrazole). Reagents/catalysts: [Fe] (iron). The solvent is C(C)(=O)O (acetic acid). Reaction conditions: temperature 80 celsius, time 30 minute. The product is BrC=1C(=NN(C1C(F)(F)F)C)C1=CC(=C(C=C1F)N)OC (4-(4-bromo-1-methyl-5-(trifluoromethyl)-1H-pyrazol-3-yl)-5-fluoro-2-methoxy-benzeneamine). Isolated yield 82.5%. Reaction SMILES: [Br:1][C:2]1[C:3]([C:12]2[CH:17]=[C:16]([O:18][CH3:19])[C:15]([N+:20]([O-])=O)=[CH:14][C:13]=2[F:23])=[N:4][N:5]([CH3:11])[C:6]=1[C:7]([F:10])([F:9])[F:8]>C(O)(=O)C.[Fe]>[Br:1][C:2]1[C:3]([C:12]2[C:13]([F:23])=[CH:14][C:15]([NH2:20])=[C:16]([O:18][CH3:19])[CH:17]=2)=[N:4][N:5]([CH3:11])[C:6]=1[C:7]([F:10])([F:9])[F:8]. Procedure: A solution of 3.16 g (7.9 mmole) 4-bromo-3-(2-fluoro-5-methoxy-4-nitrophenyl)-1-methyl-5-(trifluoromethyl)-1H-pyrazole in 59 mL acetic acid was heated to 80° C. under a nitrogen atmosphere. The heat and nitrogen were removed and 1.76 g (31.6 mmole) iron powder was added in 3 portions over 5 min. The solution was stirred at 80° C. for an additional 30 min. The solution was cooled and filtered through Celite®. The filtrate was diluted with 100 mL water and extracted three times with diethyl ether.... The reactants are C(C=O)(=O)O (glyoxylic acid), S(O)(O)(=O)=O (sulfuric acid), C(C)#N (acetonitrile), C1=CC=CC=C1 (benzene). Product: C(C)(=O)N(CC(=O)O)C1=CC=CC=C1 (N-acetyl phenylglycine). Reaction SMILES: [C:1]([OH:5])(=[O:4])[CH:2]=O.[C:6](#[N:8])[CH3:7].[CH:9]1[CH:14]=[CH:13][CH:12]=[CH:11][CH:10]=1.S(=O)(=O)(O)[OH:16]>>[C:6]([N:8]([C:9]1[CH:14]=[CH:13][CH:12]=[CH:11][CH:10]=1)[CH2:2][C:1]([OH:5])=[O:4])(=[O:16])[CH3:7]. Procedure details: Procedure is as in Example 1, but with 195 g (2 moles) of 76% glyoxylic acid, 560 ml of concentrated sulfuric acid, 82 g (2 moles) of acetonitrile and 760 g (10 moles) of benzene and a duration of only 6 hr. 15 min. The reactants are N#CC[P+](c1ccccc1)(c1ccccc1)c1ccccc1, CCc1cc(C=O)ccn1, CO, CN(C)C=O, [Cl-], [H-], [Na+], C1CCOC1. The product is CCc1cc(C=CC#N)ccn1. Reaction SMILES: [C:4](#[N:5])[CH2:6][P+:7]([c:8]1[cH:9][cH:10][cH:11][cH:12][cH:13]1)([c:14]1[cH:15][cH:16][cH:17][cH:18][cH:19]1)[c:20]1[cH:21][cH:22][cH:23][cH:24][cH:25]1.[CH2:26]([CH3:27])[c:28]1[n:29][cH:30][cH:31][c:32]([CH:34]=[O:35])[cH:33]1.[CH3:36][OH:37].[CH3:43][N:44]([CH3:45])[CH:46]=[O:47].[Cl-:3].[H-:1].[Na+:2].[O:38]1[CH2:39][CH2:40][CH2:41][CH2:42]1>>[C:4](#[N:5])[CH:6]=[CH:34][c:32]1[cH:31][cH:30][n:29][c:28]([CH2:26][CH3:27])[cH:33]1.